This data is from the Open Reaction Database (ORD), a public repository of structured organic reaction records. The task is: describe an organic reaction: reactants, conditions, products, and yield Reactants: ClC1=C(C(=CC=2OC3(C(C21)=CC(CC3)=O)CCC)O)Cl (1,2-dichloro-3-hydroxy-8-oxo-5a-propyl-5a,6,7,8-tetrahydrodibenzofuran), BrCC(=O)OCC (ethyl bromoacetate), ice water. The solvent is CN(C=O)C (N,N-dimethylformamide). Run at temperature 65 celsius. The product is ClC1=C(C(=CC=2OC3(C(C21)=CC(CC3)=O)CCC)CC(=O)O)Cl ((1,2-dichloro-8-oxo-5a-propyl-5a,6,7,8-tetrahydrodibenzofuran-3-yl)acetic acid). Reaction SMILES: [Cl:1][C:2]1[C:10]2[C:9]3=[CH:11][C:12](=[O:15])[CH2:13][CH2:14][C:8]3([CH2:16][CH2:17][CH3:18])[O:7][C:6]=2[CH:5]=[C:4](O)[C:3]=1[Cl:20].Br[CH2:22][C:23]([O:25]CC)=[O:24]>CN(C)C=O>[Cl:1][C:2]1[C:10]2[C:9]3=[CH:11][C:12](=[O:15])[CH2:13][CH2:14][C:8]3([CH2:16][CH2:17][CH3:18])[O:7][C:6]=2[CH:5]=[C:4]([CH2:22][C:23]([OH:25])=[O:24])[C:3]=1[Cl:20]. Procedure details: A stirred mixture of 1,2-dichloro-3-hydroxy-8-oxo-5a-propyl-5a,6,7,8-tetrahydrodibenzofuran (0.4 g) potassium carbonate (0.2 g) and ethyl bromoacetate (200 μl) in N,N-dimethylformamide (7 ml) was heated at 65° C. for 1 1/4 hours. The reaction mixture was poured into ice water and the solid ester which precipitated was removed by filtration then dissolved in methanol (15 ml) containing water (1 ml) and 10N sodium hydroxide (1 ml). After 1/2 hour the methanol solution was poured into dilute aqueou... Starting materials: N(=[N+]=[N-])[C@H]1[C@@H](C[C@@H](CC1)NC(OC(C)(C)C)=O)C (tert-Butyl [(1R*,3R*,4R*)-4-azido-3-methylcyclohexyl]carbamate). Reagents/catalysts: [Pd] (Pd). Run in CO (MeOH). Product: N[C@H]1[C@@H](C[C@@H](CC1)NC(OC(C)(C)C)=O)C (tert-Butyl [(1R*,3R*,4R*)-4-amino-3-methylcyclohexyl]carbamate). The yield is 93.2%. As a reaction SMILES: [N:1]([C@@H:4]1[CH2:9][CH2:8][C@@H:7]([NH:10][C:11](=[O:17])[O:12][C:13]([CH3:16])([CH3:15])[CH3:14])[CH2:6][C@H:5]1[CH3:18])=[N+]=[N-]>CO.[Pd]>[NH2:1][C@@H:4]1[CH2:9][CH2:8][C@@H:7]([NH:10][C:11](=[O:17])[O:12][C:13]([CH3:15])([CH3:14])[CH3:16])[CH2:6][C@H:5]1[CH3:18]. Procedure details: tert-Butyl [(1R*,3R*,4R*)-4-azido-3-methylcyclohexyl]carbamate (example C10; 1.2 g; 4.7 mmol) is dissolved in MeOH (20.0 mL) and pressure hydrogenated over Pd (10% on charcoal; 0.1 g) at 20 bar and ambient temperature over night. After filtration through a pad of celite the solvent is removed under reduced pressure to yield 1.0 g of the title compound as off-white solid. Reactants: CC(C)=O, CI, [K+], [OH-], O=C(Nc1ccc(CCCCn2ccnn2)cc1)c1coc(C=Cc2ccc(C(F)(F)F)cc2)n1. RXN SMILES: [CH3:40][C:41](=[O:42])[CH3:43].[I:38][CH3:39].[K+:37].[OH-:36].[n:1]1([CH2:6][CH2:7][CH2:8][CH2:9][c:10]2[cH:11][cH:12][c:13]([NH:16][C:17](=[O:18])[c:19]3[n:20][c:21]([CH:24]=[CH:25][c:26]4[cH:27][cH:28][c:29]([C:32]([F:33])([F:34])[F:35])[cH:30][cH:31]4)[o:22][cH:23]3)[cH:14][cH:15]2)[n:2][n:3][cH:4][cH:5]1>>[n:1]1([CH2:6][CH2:7][CH2:8][CH2:9][c:10]2[cH:11][cH:12][c:13]([N:16]([C:17](=[O:18])[c:19]3[n:20][c:21]([CH:24]=[CH:25][c:26]4[cH:27][cH:28][c:29]([C:32]([F:33])([F:34])[F:35])[cH:30][cH:31]4)[o:22][cH:23]3)[CH3:39])[cH:14][cH:15]2)[n:2][n:3][cH:4][cH:5]1. Yields the product CN(C(=O)c1coc(C=Cc2ccc(C(F)(F)F)cc2)n1)c1ccc(CCCCn2ccnn2)cc1. The reactants are COC(=O)N[C@H](C(=O)N1[C@@H](CC(C1)=O)C(=O)OCC1=CC=CC=C1)C(C)C ((S)-benzyl 1-((S)-2-(methoxycarbonylamino)-3-methylbutanoyl)-4-oxopyrrolidine-2-carboxylate), CO[C@@H]([C@@H](C(=O)O)NC(=O)OC)C ((2S,3R)-3-methoxy-2-(methoxycarbonylamino)butanoic acid), Cl.O=C1C[C@H](NC1)C(=O)OCC1=CC=CC=C1 ((S)-benzyl 4-oxopyrrolidine-2-carboxylate hydrochloride), CC([C@@H](C(N1CC2(OCCO2)C[C@H]1C=1NC(=CN1)C1=CC=C(C=C1)C=1C=C2C=CC3=C(NC(=N3)[C@H]3NCCC3)C2=CC1)=O)NC(OC)=O)C (methyl (S)-3-methyl-1-oxo-1-((S)-8-(5-(4-(2-((S)-pyrrolidin-2-yl)-1H-naphtho[1,2-d]imidazol-7-yl)phenyl)-1H-imidazol-2-yl)-1,4-dioxa-7-azaspiro[4.4]nonan-7-yl)butan-2-ylcarbamate), Cl (HCl), COC(=O)N[C@H](C(=O)O)C(C)C ((S)-2-(methoxycarbonylamino)-3-methylbutanoic acid). Yields the product COC(N[C@H](C(=O)N1[C@@H](CCC1)C1=NC2=C(N1)C1=CC=C(C=C1C=C2)C2=CC=C(C=C2)C2=CN=C(N2)[C@H]2N(CC1(OCCO1)C2)C([C@H](C(C)C)NC(=O)OC)=O)[C@@H](C)OC)=O ((2S,3R)-3-methoxy-1-((S)-2-(7-(4-(2-((S)-7-((S)-2-(methoxycarbonylamino)-3-methylbutanoyl)-1,4-dioxa-7-azaspiro[4.4]nonan-8-yl)-1H-imidazol-5-yl)phenyl)-1H-naphtho[1,2-d]imidazol-2-yl)pyrrolidin-1-yl)-1-oxobutan-2-ylcarbamic acid methyl ester). As a reaction SMILES: COC(N[C@@H](C(C)C)C(N1CC(=O)C[C@H]1C(OCC1C=CC=CC=1)=O)=O)=O.[CH3:28][CH:29]([CH3:76])[C@H:30]([NH:71][C:72](=[O:75])[O:73][CH3:74])[C:31](=[O:70])[N:32]1[C@H:40]([C:41]2[NH:42][C:43]([C:46]3[CH:51]=[CH:50][C:49]([C:52]4[CH:53]=[C:54]5[C:67](=[CH:68][CH:69]=4)[C:58]4[NH:59][C:60]([C@@H:62]6[CH2:66][CH2:65][CH2:64][NH:63]6)=[N:61][C:57]=4[CH:56]=[CH:55]5)=[CH:48][CH:47]=3)=[CH:44][N:45]=2)[CH2:39][C:34]2([O:38][CH2:37][CH2:36][O:35]2)[CH2:33]1.Cl.[CH3:78][O:79][C@H:80]([CH3:90])[C@H:81]([NH:85][C:86]([O:88][CH3:89])=[O:87])[C:82](O)=[O:83].Cl.O=C1CN[C@H](C(OCC2C=CC=CC=2)=O)C1.COC(N[C@@H](C(C)C)C(O)=O)=O>>[CH3:89][O:88][C:86](=[O:87])[NH:85][C@@H:81]([C@H:80]([O:79][CH3:78])[CH3:90])[C:82]([N:63]1[CH2:64][CH2:65][CH2:66][C@H:62]1[C:60]1[NH:59][C:58]2[C:67]3[C:54]([CH:55]=[CH:56][C:57]=2[N:61]=1)=[CH:53][C:52]([C:49]1[CH:48]=[CH:47][C:46]([C:43]2[NH:42][C:41]([C@@H:40]4[CH2:39][C:34]5([O:35][CH2:36][CH2:37][O:38]5)[CH2:33][N:32]4[C:31](=[O:70])[C@@H:30]([NH:71][C:72]([O:73][CH3:74])=[O:75])[CH:29]([CH3:76])[CH3:28])=[N:45][CH:44]=2)=[CH:51][CH:50]=1)=[CH:69][CH:68]=3)=[O:83] |f:4.5|. Procedure: The title compound was prepared according to the method employed to prepare (S)-benzyl 1-((S)-2-(methoxycarbonylamino)-3-methylbutanoyl)-4-oxopyrrolidine-2-carboxylate, except that methyl (S)-3-methyl-1-oxo-1-((S)-8-(5-(4-(2-((S)-pyrrolidin-2-yl)-1H-naphtho[1,2-d]imidazol-7-yl)phenyl)-1H-imidazol-2-yl)-1,4-dioxa-7-azaspiro[4.4]nonan-7-yl)butan-2-ylcarbamate 3× HCl salt and (2S,3R)-3-methoxy-2-(methoxycarbonylamino)butanoic acid were used instead of (S)-benzyl 4-oxopyrrolidine-2-carboxylate hydro... Starting materials: CCOCC, CCO, CN1CCC(N(C)C(=O)Nc2cc(Oc3ccc(N)cc3F)ncn2)CC1, O=C(Cc1ccccc1)N=C=S. The product is CN1CCC(N(C)C(=O)Nc2cc(Oc3ccc(NC(=S)NC(=O)Cc4ccccc4)cc3F)ncn2)CC1. As a reaction SMILES: [CH3:40][CH2:41][O:42][CH2:43][CH3:44].[CH3:45][CH2:46][OH:47].[NH2:1][c:2]1[cH:3][c:4]([F:27])[c:5]([O:6][c:7]2[cH:8][c:9]([NH:13][C:14]([N:15]([CH:16]3[CH2:17][CH2:18][N:19]([CH3:22])[CH2:20][CH2:21]3)[CH3:23])=[O:24])[n:10][cH:11][n:12]2)[cH:25][cH:26]1.[c:28]1([CH2:34][C:35](=[O:36])[N:37]=[C:38]=[S:39])[cH:29][cH:30][cH:31][cH:32][cH:33]1>>[NH:1]([c:2]1[cH:3][c:4]([F:27])[c:5]([O:6][c:7]2[cH:8][c:9]([NH:13][C:14]([N:15]([CH:16]3[CH2:17][CH2:18][N:19]([CH3:22])[CH2:20][CH2:21]3)[CH3:23])=[O:24])[n:10][cH:11][n:12]2)[cH:25][cH:26]1)[C:38]([NH:37][C:35]([CH2:34][c:28]1[cH:29][cH:30][cH:31][cH:32][cH:33]1)=[O:36])=[S:39]. Starting materials: ClC(=O)OCC (ethyl chloroformate), ClC1=C(CN)C=CC=C1 (2-Chlorobenzylamine), Cl (hydrochloric acid). Solvent: N1=CC=CC=C1 (pyridine). Run at time 40 minute. Yields the product ClC1=C(CNC(OCC)=O)C=CC=C1 (ethyl 2-chlorobenzylcarbamate). As a reaction SMILES: [Cl:1][C:2]1[CH:9]=[CH:8][CH:7]=[CH:6][C:3]=1[CH2:4][NH2:5].Cl[C:11]([O:13][CH2:14][CH3:15])=[O:12].Cl>N1C=CC=CC=1>[Cl:1][C:2]1[CH:9]=[CH:8][CH:7]=[CH:6][C:3]=1[CH2:4][NH:5][C:11](=[O:12])[O:13][CH2:14][CH3:15]. Procedure: 2-Chlorobenzylamine (1.7734 g) was dissolved in pyridine (10 ml), and to the solution was added dropwise ethyl chloroformate (1.437 ml) during 20 minutes under ice-cooling. After the mixture was stirred for 40 minutes, 1N hydrochloric acid was added and the mixture was extracted with ethyl acetate. The organic layer was washed with 1N hydrochloric acid, saturated aqueous sodium bicarbonate solution, and then saturated brine, dried over anhydrous magnesium sulfate, and concentrated in vacuo to gi... The reactants are CS(C)=O, Clc1cncc(Cl)c1Cl, [H-], [K+], COc1ccc2c(N)c(F)c(=O)oc2c1OC1CCCC1, [Na+], O=P([O-])(O)O. Yields the product COc1ccc2c(Nc3c(Cl)cncc3Cl)c(F)c(=O)oc2c1OC1CCCC1. Reaction SMILES: [CH3:39][S:40]([CH3:41])=[O:42].[Cl:24][c:25]1[cH:26][n:27][cH:28][c:29]([Cl:32])[c:30]1[Cl:31].[H-:1].[K+:38].[NH2:3][c:4]1[c:5]([F:23])[c:6](=[O:22])[o:7][c:8]2[c:9]([O:16][CH:17]3[CH2:18][CH2:19][CH2:20][CH2:21]3)[c:10]([O:14][CH3:15])[cH:11][cH:12][c:13]12.[Na+:2].[P:33]([O-:34])([OH:35])([OH:36])=[O:37]>>[NH:3]([c:4]1[c:5]([F:23])[c:6](=[O:22])[o:7][c:8]2[c:9]([O:16][CH:17]3[CH2:18][CH2:19][CH2:20][CH2:21]3)[c:10]([O:14][CH3:15])[cH:11][cH:12][c:13]12)[c:30]1[c:25]([Cl:24])[cH:26][n:27][cH:28][c:29]1[Cl:32]. Reactants: FC1=CC=C(C=C1)C(O)(C1CCNCC1)C1=CC=C(C=C1)F ([α,α-bis(p-fluorophenyl)]-4-piperidinemethanol), ClCCCOC1=C(C=CC=C1)OCC1=CC=CC=C1 (2-(3-chloropropoxy)-1-benzyloxybenzene). The reagents and catalysts are [I-].[K+] (potassium iodide). Product: C(C1=CC=CC=C1)OC1=C(OCCCN2CCC(CC2)C(O)(C2=CC=C(C=C2)F)C2=CC=C(C=C2)F)C=CC=C1 (1-[3-(2-benzyloxyphenoxy)propyl]-α,α-bis(4-fluorophenyl)-4-piperidinemethanol). RXN SMILES: [F:1][C:2]1[CH:7]=[CH:6][C:5]([C:8]([C:16]2[CH:21]=[CH:20][C:19]([F:22])=[CH:18][CH:17]=2)([CH:10]2[CH2:15][CH2:14][NH:13][CH2:12][CH2:11]2)[OH:9])=[CH:4][CH:3]=1.Cl[CH2:24][CH2:25][CH2:26][O:27][C:28]1[CH:33]=[CH:32][CH:31]=[CH:30][C:29]=1[O:34][CH2:35][C:36]1[CH:41]=[CH:40][CH:39]=[CH:38][CH:37]=1>[I-].[K+]>[CH2:35]([O:34][C:29]1[CH:30]=[CH:31][CH:32]=[CH:33][C:28]=1[O:27][CH2:26][CH2:25][CH2:24][N:13]1[CH2:12][CH2:11][CH:10]([C:8]([C:16]2[CH:17]=[CH:18][C:19]([F:22])=[CH:20][CH:21]=2)([C:5]2[CH:6]=[CH:7][C:2]([F:1])=[CH:3][CH:4]=2)[OH:9])[CH2:15][CH2:14]1)[C:36]1[CH:37]=[CH:38][CH:39]=[CH:40][CH:41]=1 |f:2.3|. Procedure details: Following the procedure of Example 2 and using potassium iodide catalyst, [α,α-bis(p-fluorophenyl)]-4-piperidinemethanol and 2-(3-chloropropoxy)-1-benzyloxybenzene are reacted to give 1-[3-(2-benzyloxyphenoxy)propyl]-α,α-bis(4-fluorophenyl)-4-piperidinemethanol which is reacted with hydrogen over palladium on carbon catalyst to give the title compound. Starting materials: ClC1=NC=CC=N1 (2-chloropyrimidine), C(C)OCCN1C(=NC=2C1=NC=CC2)CC2CCN(CC2)CCN (4-[[3-(2-ethoxyethyl)-3H-imidazo[4,5-b]pyridin-2-yl]methyl]-1-piperidineethanamine), C(O)([O-])=O.[Na+] (sodium hydrogen carbonate), C(C)O (ethanol). Run at time 8 hour. Yields the product C(C(=O)O)(=O)O.C(C)OCCN1C(=NC=2C1=NC=CC2)CC2CCN(CC2)CCNC2=NC=CC=N2 (N-[2-[4-[[3-(2-ethoxyethyl)-3H-imidazo[4,5-b]pyridin-2-yl]methyl]-1-piperidinyl]ethyl]-2-pyrimidinamine ethanedioate). Yield: 48.7%. RXN SMILES: Cl[C:2]1[N:7]=[CH:6][CH:5]=[CH:4][N:3]=1.[CH2:8]([O:10][CH2:11][CH2:12][N:13]1[C:17]2=[N:18][CH:19]=[CH:20][CH:21]=[C:16]2[N:15]=[C:14]1[CH2:22][CH:23]1[CH2:28][CH2:27][N:26]([CH2:29][CH2:30][NH2:31])[CH2:25][CH2:24]1)[CH3:9].[C:32](=[O:35])([O-:34])O.[Na+].C([OH:39])C>>[C:11]([OH:10])(=[O:39])[C:32]([OH:34])=[O:35].[CH2:8]([O:10][CH2:11][CH2:12][N:13]1[C:17]2=[N:18][CH:19]=[CH:20][CH:21]=[C:16]2[N:15]=[C:14]1[CH2:22][CH:23]1[CH2:24][CH2:25][N:26]([CH2:29][CH2:30][NH:31][C:2]2[N:7]=[CH:6][CH:5]=[CH:4][N:3]=2)[CH2:27][CH2:28]1)[CH3:9] |f:2.3,5.6|. Procedure: A mixture of 1.7 parts of 2-chloropyrimidine, 4.33 parts of 4-[[3-(2-ethoxyethyl)-3H-imidazo[4,5-b]pyridin-2-yl]methyl]-1-piperidineethanamine, 1.7 parts of sodium hydrogen carbonate and 40 parts of ethanol was stirred overnight at reflux temperature. The reaction mixture was evaporated and the residue was poured into water. The product was extracted with trichloromethane. The extract was dried, filtered and evaporated. The residue was purified by column chromatography over silica gel using a mi...